From a dataset of the Open Reaction Database (ORD), a public repository of structured organic reaction records. describe an organic reaction: reactants, conditions, products, and yield Product: ClC1=C(C(=O)ON2C(CCC2=O)=O)C=CC(=C1)[Sn](CCCC)(CCCC)CCCC (1-[[2-chloro-4-(tributylstannyl)benzoyl]oxy]-2,5-pyrrolidinedione). Run in C1(=CC=CC=C1)C (toluene). The reagents and catalysts are C=1C=CC(=CC1)[P](C=2C=CC=CC2)(C=3C=CC=CC3)[Pd]([P](C=4C=CC=CC4)(C=5C=CC=CC5)C=6C=CC=CC6)([P](C=7C=CC=CC7)(C=8C=CC=CC8)C=9C=CC=CC9)[P](C=1C=CC=CC1)(C=1C=CC=CC1)C=1C=CC=CC1 (tetrakis(triphenylphosphine)palladium(0)). Starting materials: C(CCC)[Sn]([Sn](CCCC)(CCCC)CCCC)(CCCC)CCCC.ClC1=C(C(=O)ON2C(CCC2=O)=O)C=CC(=C1)[Sn](CCCC)(CCCC)CCCC (1-[[2-Chloro-4-(tributylstannyl)benzoyl]oxy]-2,5-pyrrolidinedione Hexabutyldistannane), BrC1=CC(=C(C(=O)ON2C(CCC2=O)=O)C=C1)Cl (1-[(4-bromo-2-chlorobenzoyl)oxy]-2,5-pyrrolidinedione). Yield: 41.6%. Procedure: 1-[[2-Chloro-4-(tributylstannyl)benzoyl]oxy]-2,5-pyrrolidinedione Hexabutyldistannane (3.9 mL, 7.7 mmol) and tetrakis(triphenylphosphine)palladium(0) (103 mg, 0.09 mmol) were added to a solution of 1-[(4-bromo-2-chlorobenzoyl)oxy]-2,5-pyrrolidinedione (1.78 g, 5.4 mmol) in toluene (50 mL), and the solution was stirred at reflux for 6 h. The solvent was removed under reduced presure, and the oily residue was loaded onto a short plug of SiO2, washed with hexane, then eluted with 30% ethyl acetate ... Reaction SMILES: C([Sn](CCCC)(CCCC)[Sn](CCCC)(CCCC)CCCC)CCC.[Cl:27][C:28]1[CH:43]=[C:42]([Sn:44]([CH2:53][CH2:54][CH2:55][CH3:56])([CH2:49][CH2:50][CH2:51][CH3:52])[CH2:45][CH2:46][CH2:47][CH3:48])[CH:41]=[CH:40][C:29]=1[C:30]([O:32][N:33]1[C:37](=[O:38])[CH2:36][CH2:35][C:34]1=[O:39])=[O:31].BrC1C=CC(C(ON2C(=O)CCC2=O)=O)=C(Cl)C=1>C1(C)C=CC=CC=1.C1C=CC([P]([Pd]([P](C2C=CC=CC=2)(C2C=CC=CC=2)C2C=CC=CC=2)([P](C2C=CC=CC=2)(C2C=CC=CC=2)C2C=CC=CC=2)[P](C2C=CC=CC=2)(C2C=CC=CC=2)C2C=CC=CC=2)(C2C=CC=CC=2)C2C=CC=CC=2)=CC=1>[Cl:27][C:28]1[CH:43]=[C:42]([Sn:44]([CH2:49][CH2:50][CH2:51][CH3:52])([CH2:53][CH2:54][CH2:55][CH3:56])[CH2:45][CH2:46][CH2:47][CH3:48])[CH:41]=[CH:40][C:29]=1[C:30]([O:32][N:33]1[C:37](=[O:38])[CH2:36][CH2:35][C:34]1=[O:39])=[O:31] |f:0.1,^1:85,87,106,125|. Starting materials: CN(CC#C)CCO (2-(N-Methyl-N-propargylamino)ethanol), IC1=CC=C(C=C1)/C(=C/COC1=CC(=C(OCC(=O)OC)C=C1)C)/C1=CC2=C(OC(=C2)C)C=C1 (methyl (Z)-[4-[3-(4-iodophenyl)-3-(2-methylbenzo[b]furan-5-yl)allyloxy]-2-methylphenoxy]acetate). Reagents/catalysts: C=1C=CC(=CC1)[P](C=2C=CC=CC2)(C=3C=CC=CC3)[Pd]([P](C=4C=CC=CC4)(C=5C=CC=CC5)C=6C=CC=CC6)([P](C=7C=CC=CC7)(C=8C=CC=CC8)C=9C=CC=CC9)[P](C=1C=CC=CC1)(C=1C=CC=CC1)C=1C=CC=CC1 (tetrakis(triphenylphosphine)palladium), [Cu]I (copper(I) iodide). Solvent: O1CCCC1 (tetrahydrofuran), C(C)N(CC)CC (triethylamine), C1=CC=CC=C1 (benzene). Conditions: temperature 0 celsius, time 72 hour. The product is OCCN(C)CC#CC1=CC=C(C=C1)\C(=C/COC1=CC(=C(OCC(=O)OC)C=C1)C)\C1=CC2=C(OC(=C2)C)C=C1 (methyl (E)-[4-[3-[4-[3-[N-(2-hydroxyethyl)-N-methylamino]-propynyl]phenyl]-3-(2-methyl benzo[b]furan-5-yl)allyloxy]-2-methylphenoxy]acetate). RXN SMILES: [CH3:1][N:2]([CH2:6][CH2:7][OH:8])[CH2:3][C:4]#[CH:5].I[C:10]1[CH:15]=[CH:14][C:13](/[C:16](/[C:33]2[CH:42]=[CH:41][C:36]3[O:37][C:38]([CH3:40])=[CH:39][C:35]=3[CH:34]=2)=[CH:17]/[CH2:18][O:19][C:20]2[CH:31]=[CH:30][C:23]([O:24][CH2:25][C:26]([O:28][CH3:29])=[O:27])=[C:22]([CH3:32])[CH:21]=2)=[CH:12][CH:11]=1>O1CCCC1.C(N(CC)CC)C.C1C=CC=CC=1.C1C=CC([P]([Pd]([P](C2C=CC=CC=2)(C2C=CC=CC=2)C2C=CC=CC=2)([P](C2C=CC=CC=2)(C2C=CC=CC=2)C2C=CC=CC=2)[P](C2C=CC=CC=2)(C2C=CC=CC=2)C2C=CC=CC=2)(C2C=CC=CC=2)C2C=CC=CC=2)=CC=1.[Cu]I>[OH:8][CH2:7][CH2:6][N:2]([CH2:3][C:4]#[C:5][C:10]1[CH:11]=[CH:12][C:13](/[C:16](/[C:33]2[CH:42]=[CH:41][C:36]3[O:37][C:38]([CH3:40])=[CH:39][C:35]=3[CH:34]=2)=[CH:17]\[CH2:18][O:19][C:20]2[CH:31]=[CH:30][C:23]([O:24][CH2:25][C:26]([O:28][CH3:29])=[O:27])=[C:22]([CH3:32])[CH:21]=2)=[CH:14][CH:15]=1)[CH3:1] |^1:64,66,85,104|. Procedure: 2-(N-Methyl-N-propargylamino)ethanol (440 mg, 3.89 mmol) was added under nitrogen atmosphere to a degassed solution of methyl (Z)-[4-[3-(4-iodophenyl)-3-(2-methylbenzo[b]furan-5-yl)allyloxy]-2-methylphenoxy]acetate (400 mg, 0.68 mmol; prepared as described in example 25) in a mixture of tetrahydrofuran (6 mL) and triethylamine (6 mL). The solution was cooled to 0° C. and tetrakis(triphenylphosphine)palladium (71 mg, 0.061 mmol) and copper(I) iodide (21 mg, 0.11 mmol) were added. The reaction mix... Starting materials: O=C(n1ccnc1)n1ccnc1, CS(C)=O, Nc1nnn[nH]1, CN(C)C=O, O=C(O)c1csc(-c2ccco2)n1. Product: O=C(Nc1nnn[nH]1)c1csc(-c2ccco2)n1. Reaction SMILES: [C:14]([n:15]1[cH:16][cH:17][n:18][cH:19]1)([n:20]1[cH:21][cH:22][n:23][cH:24]1)=[O:25].[CH3:26][S:27]([CH3:28])=[O:29].[NH2:30][c:31]1[n:32][n:33][n:34][nH:35]1.[O:36]=[CH:37][N:38]([CH3:39])[CH3:40].[o:1]1[c:2](-[c:6]2[s:7][cH:8][c:9]([C:11](=[O:12])[OH:13])[n:10]2)[cH:3][cH:4][cH:5]1>>[o:1]1[c:2](-[c:6]2[s:7][cH:8][c:9]([C:11](=[O:13])[NH:30][c:31]3[n:32][n:33][n:34][nH:35]3)[n:10]2)[cH:3][cH:4][cH:5]1. Reactants: CC(=O)OCC1=COC=C2C1=CC=C2C=O (Baldrinal), C(CCCCCCCCCCCCCCCCC)N (octadecylamine), C(Cl)(Cl)Cl (chloroform), CC(=O)OCC1=COC=C2C1=CC=C2C=O (baldrinal). Reaction conditions: time 15 minute. Yields the product C(CCCCCCCCCCCCCCCCC)C=1NC=CC=2C1C=CC2 (Octadecyl Cyclopenta[c]pyridine). As a reaction SMILES: CC(O[CH2:5][C:6]1[C:11]2=[CH:12][CH:13]=[C:14](C=O)[C:10]2=COC=1)=O.[CH2:17]([NH2:35])[CH2:18][CH2:19][CH2:20][CH2:21][CH2:22][CH2:23][CH2:24][CH2:25][CH2:26][CH2:27][CH2:28][CH2:29][CH2:30][CH2:31][CH2:32][CH2:33][CH3:34].[CH:36](Cl)(Cl)Cl>>[CH2:18]([C:17]1[NH:35][CH:5]=[CH:6][C:11]2[C:10]=1[CH:14]=[CH:13][CH:12]=2)[CH2:19][CH2:20][CH2:21][CH2:22][CH2:23][CH2:24][CH2:25][CH2:26][CH2:27][CH2:28][CH2:29][CH2:30][CH2:31][CH2:32][CH2:33][CH2:34][CH3:36]. Procedure details: Baldrinal (2) (1.1 g) was reacted with octadecylamine (2.58 g) in 20 ml of chloroform. After stirring for 15 minutes at room temperature, the solution turned into thick red liquid. When all the baldrinal was reacted, an orange product (7) (53.4 mg) was collected after column chromatography on silica using 8:2 hexanes:ethyl acetate as a solvent. The reactants are O=C([O-])[O-], CN(C)C=O, COC(=O)C=Cc1c(Cl)nc(C)n1Cc1ccc(I)cc1Cl, [K+], [K+], O, c1ccc(P(c2ccccc2)(c2ccccc2)[Pd](P(c2ccccc2)(c2ccccc2)c2ccccc2)(P(c2ccccc2)(c2ccccc2)c2ccccc2)P(c2ccccc2)(c2ccccc2)c2ccccc2)cc1, OB(O)c1ccco1. Product: COC(=O)C=Cc1c(Cl)nc(C)n1Cc1ccc(-c2ccco2)cc1Cl. Reaction SMILES: [C:31](=[O:32])([O-:33])[O-:34].[CH3:37][N:38]([CH3:39])[CH:40]=[O:41].[Cl:1][c:2]1[n:3][c:4]([CH3:22])[n:5]([CH2:13][c:14]2[c:15]([Cl:21])[cH:16][c:17]([I:20])[cH:18][cH:19]2)[c:6]1[CH:7]=[CH:8][C:9](=[O:10])[O:11][CH3:12].[K+:35].[K+:36].[OH2:119].[cH:42]1[cH:43][cH:44][c:45]([P:46]([Pd:47]([P:48]([c:49]2[cH:50][cH:51][cH:52][cH:53][cH:54]2)([c:55]2[cH:56][cH:57][cH:58][cH:59][cH:60]2)[c:61]2[cH:62][cH:63][cH:64][cH:65][cH:66]2)([P:67]([c:68]2[cH:69][cH:70][cH:71][cH:72][cH:73]2)([c:74]2[cH:75][cH:76][cH:77][cH:78][cH:79]2)[c:80]2[cH:81][cH:82][cH:83][cH:84][cH:85]2)[P:86]([c:87]2[cH:88][cH:89][cH:90][cH:91][cH:92]2)([c:93]2[cH:94][cH:95][cH:96][cH:97][cH:98]2)[c:99]2[cH:100][cH:101][cH:102][cH:103][cH:104]2)([c:105]2[cH:106][cH:107][cH:108][cH:109][cH:110]2)[c:111]2[cH:112][cH:113][cH:114][cH:115][cH:116]2)[cH:117][cH:118]1.[o:23]1[c:24]([B:28]([OH:29])[OH:30])[cH:25][cH:26][cH:27]1>>[Cl:1][c:2]1[n:3][c:4]([CH3:22])[n:5]([CH2:13][c:14]2[c:15]([Cl:21])[cH:16][c:17](-[c:24]3[o:23][cH:27][cH:26][cH:25]3)[cH:18][cH:19]2)[c:6]1[CH:7]=[CH:8][C:9](=[O:10])[O:11][CH3:12]. The reactants are solution, O[Li].O (LiOH.H2O), BrC1=CC=C(C2=CC=CC=C12)CN1C2=C(OC[C@@H](C1=O)NC([C@H](C)N(C)C(=O)OC(C)(C)C)=O)C(=CC=C2)C(=O)OC ((S)-methyl 5-((4-bromonaphthalen-1-yl)methyl)-3-((S)-2-(tert-butoxycarbonyl(methyl)amino)propanamido)-4-oxo-2,3,4,5-tetrahydrobenzo[b][1,4]oxazepine-9-carboxylate). Solvent: CO (MeOH). Conditions: time 20 minute. Yields the product BrC1=CC=C(C2=CC=CC=C12)CN1C2=C(OC[C@@H](C1=O)NC([C@H](C)N(C)C(=O)OC(C)(C)C)=O)C(=CC=C2)C(=O)O ((S)-5-((4-Bromonaphthalen-1-yl)methyl)-3-((S)-2-(tert-butoxycarbonyl(methyl) amino)propanamido)-4-oxo-2,3,4,5-tetrahydrobenzo[b][1,4]oxazepine-9-carboxylic acid). Isolated yield 77.9%. RXN SMILES: O[Li].O.[Br:4][C:5]1[C:14]2[C:9](=[CH:10][CH:11]=[CH:12][CH:13]=2)[C:8]([CH2:15][N:16]2[C:22](=[O:23])[C@@H:21]([NH:24][C:25](=[O:37])[C@@H:26]([N:28]([C:30]([O:32][C:33]([CH3:36])([CH3:35])[CH3:34])=[O:31])[CH3:29])[CH3:27])[CH2:20][O:19][C:18]3[C:38]([C:42]([O:44]C)=[O:43])=[CH:39][CH:40]=[CH:41][C:17]2=3)=[CH:7][CH:6]=1>CO>[Br:4][C:5]1[C:14]2[C:9](=[CH:10][CH:11]=[CH:12][CH:13]=2)[C:8]([CH2:15][N:16]2[C:22](=[O:23])[C@@H:21]([NH:24][C:25](=[O:37])[C@@H:26]([N:28]([C:30]([O:32][C:33]([CH3:36])([CH3:35])[CH3:34])=[O:31])[CH3:29])[CH3:27])[CH2:20][O:19][C:18]3[C:38]([C:42]([OH:44])=[O:43])=[CH:39][CH:40]=[CH:41][C:17]2=3)=[CH:7][CH:6]=1 |f:0.1|. Reported procedure: A 0.1 M solution of LiOH.H2O (8.87 mL, 887 μmol, Eq: 1.00) was added to a solution of (S)-methyl 5-((4-bromonaphthalen-1-yl)methyl)-3-((S)-2-(tert-butoxycarbonyl(methyl)amino)propanamido)-4-oxo-2,3,4,5-tetrahydrobenzo[b][1,4]oxazepine-9-carboxylate (568 mg, 887 μmol, Eq: 1.00) in MeOH (10 mL) at 0° C. The mixture was stirred at RT for 20 min. then heated to 40° C. After 6.5 h the MeOH was removed in vacuo and the aqueous mixture diluted with sat. NaHCO3 and extracted with Et2O. The aqueous mixtu...